From a dataset of the Open Reaction Database (ORD), a public repository of structured organic reaction records. describe an organic reaction: reactants, conditions, products, and yield Reactants: CC1(OCCO1)C1=CC=C(O1)CN1N=C(C=C1)N (1-[5-(2-methyl-[1,3]dioxolan-2-yl)-furan-2-ylmethyl]-1H-pyrazol-3-ylamine), COC1=C(C=CC=C1OC)/C=C/C(=O)O ((E)-3-(2,3-dimethoxy-phenyl)-acrylic acid). Yields the product C(C)(=O)C1=CC=C(O1)CN1N=C(C=C1)NC(\C=C\C1=C(C(=CC=C1)OC)OC)=O ((E)-N-[1-(5-Acetyl-furan-2-ylmethyl)-1H-pyrazol-3-yl]-3-(2,3-dimethoxy-phenyl)-acrylamide). RXN SMILES: [CH3:1][C:2]1([C:7]2[O:11][C:10]([CH2:12][N:13]3[CH:17]=[CH:16][C:15]([NH2:18])=[N:14]3)=[CH:9][CH:8]=2)[O:6]CCO1.[CH3:19][O:20][C:21]1[C:26]([O:27][CH3:28])=[CH:25][CH:24]=[CH:23][C:22]=1/[CH:29]=[CH:30]/[C:31](O)=[O:32]>>[C:2]([C:7]1[O:11][C:10]([CH2:12][N:13]2[CH:17]=[CH:16][C:15]([NH:18][C:31](=[O:32])/[CH:30]=[CH:29]/[C:22]3[CH:23]=[CH:24][CH:25]=[C:26]([O:27][CH3:28])[C:21]=3[O:20][CH3:19])=[N:14]2)=[CH:9][CH:8]=1)(=[O:6])[CH3:1]. Procedure details: Following general procedure B followed by either C or D, starting from 1-[5-(2-methyl-[1,3]dioxolan-2-yl)-furan-2-ylmethyl]-1H-pyrazol-3-ylamine and (E)-3-(2,3-dimethoxy-phenyl)-acrylic acid. Reactants: COc1ccc(C=O)cc1CCl, CCOP(OCC)OCC. Product: CCOP(=O)(Cc1cc(C=O)ccc1OC)OCC. RXN SMILES: [CH3:1][O:2][c:3]1[c:4]([CH2:11][Cl:12])[cH:5][c:6]([CH:7]=[O:8])[cH:9][cH:10]1.[P:13]([O:14][CH2:15][CH3:16])([O:17][CH2:18][CH3:19])[O:20][CH2:21][CH3:22]>>[CH3:1][O:2][c:3]1[c:4]([CH2:11][P:13]([O:14][CH2:15][CH3:16])([O:17][CH2:18][CH3:19])=[O:20])[cH:5][c:6]([CH:7]=[O:8])[cH:9][cH:10]1. The reactants are CN(C([C@H]([C@@H](C(=O)N1C[C@H](CC1)F)NC(OC(C)(C)C)=O)C1=CC=C(C=C1)B1OC(C(O1)(C)C)(C)C)=O)C (tert-Butyl {(1S,2S)-3-(dimethylamino)-1-{[(3S)-3-fluoropyrrolidin-1-yl]carbonyl}-3-oxo-2-[4-(4,4,5,5-tetramethyl-1,3,2-dioxaborolan-2-yl)phenyl]propyl}carbamate), OO (hydrogen peroxide), [OH-].[Na+] (sodium hydroxide), Cl (hydrochloric acid). The solvent is C1CCOC1 (THF), O (water). Conditions: time 1.5 hour. The product is C(C)(C)(C)OC(N[C@@H]([C@@H](C(=O)N(C)C)C1=CC=C(C=C1)O)C(=O)N1C[C@H](CC1)F)=O (tert-Butyl[(1S,2S)-3-(dimethylamino)-1-{[(3S)-3-fluoropyrrolidin-1-yl]carbonyl}-2-(4-hydroxyphenyl)-3-oxopropyl]carbamate). As a reaction SMILES: [CH3:1][N:2]([CH3:38])[C:3](=[O:37])[C@@H:4]([C:22]1[CH:27]=[CH:26][C:25](B2OC(C)(C)C(C)(C)O2)=[CH:24][CH:23]=1)[C@H:5]([NH:14][C:15](=[O:21])[O:16][C:17]([CH3:20])([CH3:19])[CH3:18])[C:6]([N:8]1[CH2:12][CH2:11][C@H:10]([F:13])[CH2:9]1)=[O:7].[OH:39]O.[OH-].[Na+].Cl>C1COCC1.O>[C:17]([O:16][C:15](=[O:21])[NH:14][C@H:5]([C:6]([N:8]1[CH2:12][CH2:11][C@H:10]([F:13])[CH2:9]1)=[O:7])[C@H:4]([C:22]1[CH:27]=[CH:26][C:25]([OH:39])=[CH:24][CH:23]=1)[C:3]([N:2]([CH3:1])[CH3:38])=[O:37])([CH3:19])([CH3:18])[CH3:20] |f:2.3|. Procedure details: To a solution of the material from Step A (0.5 g, 0.94 mmol) in THF (10 mL) at 0° C. was added sequentially 30% hydrogen peroxide (0.16 mL, 1.4 mmol) and 3N aqueous sodium hydroxide (0.31 g, 0.94 mmol). After 1.5 h at this temperature, the mixture was allowed to warm to ambient temperature, and then water (50 mL) was added, and the resulting solution was adjusted to pH 5 by the addition of 1N hydrochloric acid. The mixture was extracted with ethyl acetate, and the combined extracts were washed w... Starting materials: Cc1c(C(=O)CBr)cnn1-c1ccccc1, COC(=O)c1ccc(C)c(N)c1, CCO. Product: COC(=O)c1ccc(C)c(NCC(=O)c2cnn(-c3ccccc3)c2C)c1. Reaction SMILES: [Br:1][CH2:2][C:3](=[O:4])[c:5]1[cH:6][n:7][n:8](-[c:11]2[cH:12][cH:13][cH:14][cH:15][cH:16]2)[c:9]1[CH3:10].[CH3:17][O:18][C:19]([c:20]1[cH:21][c:22]([NH2:27])[c:23]([CH3:26])[cH:24][cH:25]1)=[O:28].[CH3:29][CH2:30][OH:31]>>[CH2:2]([C:3](=[O:4])[c:5]1[cH:6][n:7][n:8](-[c:11]2[cH:12][cH:13][cH:14][cH:15][cH:16]2)[c:9]1[CH3:10])[NH:27][c:22]1[cH:21][c:20]([C:19]([O:18][CH3:17])=[O:28])[cH:25][cH:24][c:23]1[CH3:26]. The reactants are CC(C=C)(CCCCCC)O (3-methyl-1-nonen-3-ol), CC(CCC)(CCC=C(C)C)O (4,8-dimethyl-7-nonen-4-ol), 37. Yields the product C(CCCCCCCCCC)O (undecyl alcohol). As a reaction SMILES: C[C:2](O)([CH2:5][CH2:6][CH2:7][CH2:8][CH2:9][CH3:10])[CH:3]=[CH2:4].[CH3:12][C:13]([OH:23])(CCC=C(C)C)CCC>>[CH2:13]([OH:23])[CH2:12][CH2:10][CH2:9][CH2:8][CH2:7][CH2:6][CH2:5][CH2:2][CH2:3][CH3:4]. Procedure: In "Materials Tested as Insect Attractants" compiled by M. Beroza and N. Green in Agriculture Handbook No. 239 in Table 2 it is stated that 3-methyl-1-nonen-3-ol has, on a scale of 1 to 3, an attractancy of "1" for the Oriental Fruit Fly and an attractancy of "1" for the Mediterrean Fruit Fly and 4,8-dimethyl-7-nonen-4-ol has on a scale of 1 to 3 an attractancy of 37 2" for the Oriental Fruit Fly and an attractancy of "3" for the Mediterrean Fruit Fly and an attractancy of "1" for the Mexican Fr... Starting materials: N#Cc1ccc2c(c1)CCCC2(O)c1ccns1, C1COCCN1, O=S(Cl)Cl, c1ccccc1. Yields the product N#Cc1ccc2c(c1)CCC=C2c1ccns1. RXN SMILES: [C:1](#[N:2])[c:3]1[cH:4][c:5]2[c:10]([cH:11][cH:12]1)[C:9]([c:13]1[cH:14][cH:15][n:16][s:17]1)([OH:18])[CH2:8][CH2:7][CH2:6]2.[CH2:23]1[NH:24][CH2:25][CH2:26][O:27][CH2:28]1.[S:19]([Cl:20])([Cl:21])=[O:22].[cH:29]1[cH:30][cH:31][cH:32][cH:33][cH:34]1>>[C:1](#[N:2])[c:3]1[cH:4][c:5]2[c:10]([cH:11][cH:12]1)[C:9]([c:13]1[cH:14][cH:15][n:16][s:17]1)=[CH:8][CH2:7][CH2:6]2. Starting materials: CCOC(=O)c1csc(C2CCN(C(=O)OC(C)(C)C)CC2)n1, CO, CCOC(C)=O, [Cl-], [Na+], [Na+], C1CCOC1, [OH-]. Product: CC(C)(C)OC(=O)N1CCC(c2nc(C(=O)O)cs2)CC1. Reaction SMILES: [CH2:1]([CH3:2])[O:3][C:4](=[O:5])[c:6]1[n:7][c:8]([CH:11]2[CH2:12][CH2:13][N:14]([C:17](=[O:18])[O:19][C:20]([CH3:21])([CH3:22])[CH3:23])[CH2:15][CH2:16]2)[s:9][cH:10]1.[CH3:33][OH:34].[CH3:35][CH2:36][O:37][C:38](=[O:39])[CH3:40].[Cl-:31].[Na+:30].[Na+:32].[O:24]1[CH2:25][CH2:26][CH2:27][CH2:28]1.[OH-:29]>>[O:3]=[C:4]([OH:5])[c:6]1[n:7][c:8]([CH:11]2[CH2:12][CH2:13][N:14]([C:17](=[O:18])[O:19][C:20]([CH3:21])([CH3:22])[CH3:23])[CH2:15][CH2:16]2)[s:9][cH:10]1. Reported procedure: To a solution of (−)-8-[4-(2-butoxyethoxy)phenyl]-1-isobutyl-N-[4-[[[1-propyl-1H-imidazol-5-yl]methyl]sulfinyl]phenyl]-1,2,3,4-tetrahydro-1-benzoazocine-5-carboxamide (100 mg) in ethyl acetate (4 ml) was added dropwise a solution of methanesulfonic acid (9.31 μl) in ethyl acetate (2 ml) with vigorous stirring, after which the mixture was stirred under light shielding overnight. The precipitated crystals were filtered, and further washed with ethyl acetate (5 ml), followed by drying under reduced... Reaction conditions: time 8 hour. Reactants: C(CCC)OCCOC1=CC=C(C=C1)C=1C=CC2=C(C=C(CCCN2CC(C)C)C(=O)NC2=CC=C(C=C2)S(=O)CC2=CN=CN2CCC)C1 ((−)-8-[4-(2-butoxyethoxy)phenyl]-1-isobutyl-N-[4-[[[1-propyl-1H-imidazol-5-yl]methyl]sulfinyl]phenyl]-1,2,3,4-tetrahydro-1-benzoazocine-5-carboxamide), CS(=O)(=O)O (methanesulfonic acid). The product is CS(=O)(=O)O.C(CCC)OCCOC1=CC=C(C=C1)C=1C=CC2=C(C=C(CCCN2CC(C)C)C(=O)NC2=CC=C(C=C2)S(=O)CC2=CN=CN2CCC)C1 ((−)-8-[4-(2-butoxyethoxy)phenyl]-1-isobutyl-N-[4-[[[1-propyl-1H-imidazol-5-yl]methyl]sulfinyl]phenyl]-1,2,3,4-tetrahydro-1-benzoazocine-5-carboxamide methanesulfonate). As a reaction SMILES: [CH2:1]([O:5][CH2:6][CH2:7][O:8][C:9]1[CH:14]=[CH:13][C:12]([C:15]2[CH:16]=[CH:17][C:18]3[N:25]([CH2:26][CH:27]([CH3:29])[CH3:28])[CH2:24][CH2:23][CH2:22][C:21]([C:30]([NH:32][C:33]4[CH:38]=[CH:37][C:36]([S:39]([CH2:41][C:42]5[N:46]([CH2:47][CH2:48][CH3:49])[CH:45]=[N:44][CH:43]=5)=[O:40])=[CH:35][CH:34]=4)=[O:31])=[CH:20][C:19]=3[CH:50]=2)=[CH:11][CH:10]=1)[CH2:2][CH2:3][CH3:4].[CH3:51][S:52]([OH:55])(=[O:54])=[O:53]>C(OCC)(=O)C>[CH3:51][S:52]([OH:55])(=[O:54])=[O:53].[CH2:1]([O:5][CH2:6][CH2:7][O:8][C:9]1[CH:14]=[CH:13][C:12]([C:15]2[CH:16]=[CH:17][C:18]3[N:25]([CH2:26][CH:27]([CH3:28])[CH3:29])[CH2:24][CH2:23][CH2:22][C:21]([C:30]([NH:32][C:33]4[CH:34]=[CH:35][C:36]([S:39]([CH2:41][C:42]5[N:46]([CH2:47][CH2:48][CH3:49])[CH:45]=[N:44][CH:43]=5)=[O:40])=[CH:37][CH:38]=4)=[O:31])=[CH:20][C:19]=3[CH:50]=2)=[CH:11][CH:10]=1)[CH2:2][CH2:3][CH3:4] |f:3.4|. Solvent: C(C)(=O)OCC (ethyl acetate), C(C)(=O)OCC (ethyl acetate). Yields the product CCCCCCOCC(C)Oc1ccc(CSc2cnn(C(C)(C)C)c(=O)c2Cl)cc1. The reactants are CC(C)(C)n1ncc(S)c(Cl)c1=O, CCOC(C)=O, CCCCCCOCC(C)Oc1ccc(CBr)cc1, CN(C)C=O, c1ccccc1. Reaction SMILES: [C:1]([CH3:2])([CH3:3])([CH3:4])[n:5]1[n:6][cH:7][c:8]([SH:13])[c:9]([Cl:12])[c:10]1=[O:11].[C:33]([O:34][CH2:35][CH3:36])(=[O:37])[CH3:38].[CH2:14]([CH2:15][CH2:16][CH2:17][CH2:18][CH3:19])[O:20][CH2:21][CH:22]([O:23][c:24]1[cH:25][cH:26][c:27]([CH2:28][Br:29])[cH:30][cH:31]1)[CH3:32].[CH3:45][N:46]([CH3:47])[CH:48]=[O:49].[cH:39]1[cH:40][cH:41][cH:42][cH:43][cH:44]1>>[C:1]([CH3:2])([CH3:3])([CH3:4])[n:5]1[n:6][cH:7][c:8]([S:13][CH2:28][c:27]2[cH:26][cH:25][c:24]([O:23][CH:22]([CH2:21][O:20][CH2:14][CH2:15][CH2:16][CH2:17][CH2:18][CH3:19])[CH3:32])[cH:31][cH:30]2)[c:9]([Cl:12])[c:10]1=[O:11].